Dataset: the Open Reaction Database (ORD), a public repository of structured organic reaction records. Task: describe an organic reaction: reactants, conditions, products, and yield Reactants: ClC1=CC(=C(C=C1)[N+](=O)[O-])F (4-chloro-2-fluoronitrobenzene), C([O-])([O-])=O.[Cs+].[Cs+] (caesium carbonate), CC(C)O (2-propanol). Reaction conditions: temperature 60 celsius. The product is ClC1=CC(=C(C=C1)[N+](=O)[O-])OC(C)C (4-chloro-1-nitro-2-(propan-2-yloxy)benzene). RXN SMILES: [Cl:1][C:2]1[CH:7]=[CH:6][C:5]([N+:8]([O-:10])=[O:9])=[C:4](F)[CH:3]=1.C(=O)([O-])[O-].[Cs+].[Cs+].[CH3:18][CH:19]([OH:21])[CH3:20]>>[Cl:1][C:2]1[CH:7]=[CH:6][C:5]([N+:8]([O-:10])=[O:9])=[C:4]([O:21][CH:19]([CH3:20])[CH3:18])[CH:3]=1 |f:1.2.3|. Procedure: A mixture of 1.0 g of 4-chloro-2-fluoronitrobenzene and 9.3 g of caesium carbonate in 10 ml of 2-propanol is heated at 60° C. for 24 h. The mixture is then concentrated and the residue is taken up with 100 ml of a mixture of water and ethyl acetate. The aqueous phase is extracted three times with 50 ml of ethyl acetate. The combined organic phases are washed with 50 ml of a saturated sodium chloride solution, dried over anhydrous magnesium sulfate, filtered and then concentrated to dryness under... Run at temperature 0 celsius. The reactants are CN(C1=NC(=NC2=CC=CC=C12)N[C@H]1CC[C@H](CC1)C(=O)N)C (cis-4-(4-dimethylamino-quinazolin-2-ylamino)-cyclohexanecarboxylic acid amide), Cl (HCl). Isolated yield 59.0%. Yields the product NC[C@H]1CC[C@H](CC1)NC1=NC2=CC=CC=C2C(=N1)N(C)C (cis-N2-(4-aminomethyl-cyclohexyl)-N4,N4-dimethyl-quinazoline-2,4-diamine). Reported procedure: To a solution of cis-4-(4-dimethylamino-quinazolin-2-ylamino)-cyclohexanecarboxylic acid amide (18.78 g, 60 mmol) in THF (200 mL) was added a solution of 1 M BH3 in THF (300 mL, 300 mmol). The mixture was stirred at reflux for 2 hr. After cooling the reaction mixture to 0° C., 4 M HCl in EtOAc (100 mL) and MeOH (200 mL) were added. The mixture was concentrated. The mixture was treated with 1 M aqueous sodium hydroxide and the aqueous layer was extracted with CH2Cl2. The organic layer was dried o... Solvent: C1CCOC1 (THF), C1CCOC1 (THF), CCOC(=O)C (EtOAc), CO (MeOH). As a reaction SMILES: [CH3:1][N:2]([CH3:23])[C:3]1[C:12]2[C:7](=[CH:8][CH:9]=[CH:10][CH:11]=2)[N:6]=[C:5]([NH:13][C@@H:14]2[CH2:19][CH2:18][C@H:17]([C:20]([NH2:22])=O)[CH2:16][CH2:15]2)[N:4]=1.Cl>C1COCC1.CCOC(C)=O.CO>[NH2:22][CH2:20][C@@H:17]1[CH2:16][CH2:15][C@H:14]([NH:13][C:5]2[N:4]=[C:3]([N:2]([CH3:23])[CH3:1])[C:12]3[C:7](=[CH:8][CH:9]=[CH:10][CH:11]=3)[N:6]=2)[CH2:19][CH2:18]1. Starting materials: Cc1cnc(N2CCN(C(=O)c3ccc(Br)cc3NS(C)(=O)=O)CC2)c(C)c1, CC1COC(=O)N1. Product: Cc1cnc(N2CCN(C(=O)c3ccc(N4C(=O)OCC4C)cc3NS(C)(=O)=O)CC2)c(C)c1. RXN SMILES: [Br:1][c:2]1[cH:3][cH:4][c:5]([C:13](=[O:14])[N:15]2[CH2:16][CH2:17][N:18]([c:21]3[n:22][cH:23][c:24]([CH3:28])[cH:25][c:26]3[CH3:27])[CH2:19][CH2:20]2)[c:6]([NH:8][S:9](=[O:10])(=[O:11])[CH3:12])[cH:7]1.[CH3:29][CH:30]1[NH:31][C:32](=[O:35])[O:33][CH2:34]1>>[c:2]1([N:31]2[CH:30]([CH3:29])[CH2:34][O:33][C:32]2=[O:35])[cH:3][cH:4][c:5]([C:13](=[O:14])[N:15]2[CH2:16][CH2:17][N:18]([c:21]3[n:22][cH:23][c:24]([CH3:28])[cH:25][c:26]3[CH3:27])[CH2:19][CH2:20]2)[c:6]([NH:8][S:9](=[O:10])(=[O:11])[CH3:12])[cH:7]1. Starting materials: Oc1cccnc1Br, CI, [H-], [Na+], CN(C)C=O, O. Product: COc1cccnc1Br. Reaction SMILES: [Br:1][c:2]1[n:3][cH:4][cH:5][cH:6][c:7]1[OH:8].[CH3:11][I:12].[H-:9].[Na+:10].[O:14]=[CH:15][N:16]([CH3:17])[CH3:18].[OH2:13]>>[Br:1][c:2]1[n:3][cH:4][cH:5][cH:6][c:7]1[O:8][CH3:11].